From a dataset of the Open Reaction Database (ORD), a public repository of structured organic reaction records. describe an organic reaction: reactants, conditions, products, and yield The reactants are CC(=O)O, ClCCCl, FC(F)(F)c1cccc(C23CNCC2C3)c1, O=CCCn1cc(I)c(=O)n(C(=O)c2ccccc2)c1=O, [Na+], O=C([O-])O. Product: O=C(c1ccccc1)n1c(=O)c(I)cn(CCCN2CC3CC3(c3cccc(C(F)(F)F)c3)C2)c1=O. Reaction SMILES: [C:42]([OH:43])(=[O:44])[CH3:45].[Cl:38][CH2:39][CH2:40][Cl:41].[F:22][C:23]([c:24]1[cH:25][c:26]([C:30]23[CH2:31][NH:32][CH2:33][CH:34]2[CH2:35]3)[cH:27][cH:28][cH:29]1)([F:36])[F:37].[I:1][c:2]1[c:3](=[O:21])[n:4]([C:13](=[O:14])[c:15]2[cH:16][cH:17][cH:18][cH:19][cH:20]2)[c:5](=[O:12])[n:6]([CH2:8][CH2:9][CH:10]=[O:11])[cH:7]1.[Na+:50].[O-:46][C:47]([OH:48])=[O:49]>>[I:1][c:2]1[c:3](=[O:21])[n:4]([C:13](=[O:14])[c:15]2[cH:16][cH:17][cH:18][cH:19][cH:20]2)[c:5](=[O:12])[n:6]([CH2:8][CH2:9][CH2:10][N:32]2[CH2:31][C:30]3([c:26]4[cH:25][c:24]([C:23]([F:22])([F:36])[F:37])[cH:29][cH:28][cH:27]4)[CH:34]([CH2:33]2)[CH2:35]3)[cH:7]1. Reactants: COc1ccc(P2(=S)SP(=S)(c3ccc(OC)cc3)S2)cc1, Cn1c(-c2ccccc2)nc(=O)c2sccc21, Cc1ccccc1. Yields the product Cn1c(-c2ccccc2)nc(=S)c2sccc21. RXN SMILES: [CH3:18][O:19][c:20]1[cH:21][cH:22][c:23]([P:24]2(=[S:27])[S:25][P:26]([c:28]3[cH:29][cH:30][c:31]([O:32][CH3:33])[cH:34][cH:35]3)(=[S:36])[S:37]2)[cH:38][cH:39]1.[CH3:1][n:2]1[c:3](-[c:12]2[cH:13][cH:14][cH:15][cH:16][cH:17]2)[n:4][c:5](=[O:11])[c:6]2[c:7]1[cH:8][cH:9][s:10]2.[CH3:40][c:41]1[cH:42][cH:43][cH:44][cH:45][cH:46]1>>[CH3:1][n:2]1[c:3](-[c:12]2[cH:13][cH:14][cH:15][cH:16][cH:17]2)[n:4][c:5](=[S:27])[c:6]2[c:7]1[cH:8][cH:9][s:10]2.